From a dataset of the Open Reaction Database (ORD), a public repository of structured organic reaction records. describe an organic reaction: reactants, conditions, products, and yield Starting materials: COC(=O)c1cc(Br)cc(C(=O)O)c1, O=C(c1ncc[nH]1)c1ncc[nH]1, CCCNCCC, C1CCOC1. Product: CCCN(CCC)C(=O)c1cc(Br)cc(C(=O)OC)c1. RXN SMILES: [Br:13][c:14]1[cH:15][c:16]([C:17](=[O:18])[OH:19])[cH:20][c:21]([C:23](=[O:24])[O:25][CH3:26])[cH:22]1.[C:1]([c:2]1[nH:3][cH:4][cH:5][n:6]1)([c:7]1[nH:8][cH:9][cH:10][n:11]1)=[O:12].[CH2:27]([CH2:28][CH3:29])[NH:30][CH2:31][CH2:32][CH3:33].[CH2:34]1[O:35][CH2:36][CH2:37][CH2:38]1>>[Br:13][c:14]1[cH:15][c:16]([C:17](=[O:19])[N:30]([CH2:27][CH2:28][CH3:29])[CH2:31][CH2:32][CH3:33])[cH:20][c:21]([C:23](=[O:24])[O:25][CH3:26])[cH:22]1. Reactants: COC1=C(OC)C(=O)C(Cc2cccc(C(=O)O)c2OC(C)=O)=C(C)C1=O, CO, [Na+], O, O=C([O-])O. Yields the product COC1=C(OC)C(=O)C(Cc2cccc(C(=O)O)c2O)=C(C)C1=O. As a reaction SMILES: [CH3:1][O:2][C:3]1=[C:8]([O:9][CH3:10])[C:7](=[O:11])[C:6]([CH2:12][c:13]2[c:14]([O:22][C:23](=[O:24])[CH3:25])[c:15]([C:16](=[O:17])[OH:18])[cH:19][cH:20][cH:21]2)=[C:5]([CH3:26])[C:4]1=[O:27].[CH3:33][OH:34].[Na+:28].[OH2:35].[OH:29][C:30](=[O:31])[O-:32]>>[CH3:1][O:2][C:3]1=[C:8]([O:9][CH3:10])[C:7](=[O:11])[C:6]([CH2:12][c:13]2[c:14]([OH:22])[c:15]([C:16](=[O:17])[OH:18])[cH:19][cH:20][cH:21]2)=[C:5]([CH3:26])[C:4]1=[O:27]. The product is C(C1=CC=CC=C1)SC=1C=CC(=C(C1)/C=C/C(=O)OCC)NC1=C(C=C(C=C1)Br)OC ((E)-ethyl 3-(5-(benzylthio)-2-((4-bromo-2-methoxyphenyl)amino)phenyl)acrylate). Run in 2-PrOH, CCOC(=O)C (EtOAc). Reaction SMILES: [NH2:1][C:2]1[CH:7]=[CH:6][C:5]([S:8][CH2:9][C:10]2[CH:15]=[CH:14][CH:13]=[CH:12][CH:11]=2)=[CH:4][C:3]=1/[CH:16]=[CH:17]/[C:18]([O:20][CH2:21][CH3:22])=[O:19].[Br:23][C:24]1[CH:29]=[CH:28][C:27](I)=[C:26]([O:31][CH3:32])[CH:25]=1.C(=O)([O-])[O-].[Cs+].[Cs+]>CCOC(C)=O.C1C=CC(/C=C/C(/C=C/C2C=CC=CC=2)=O)=CC=1.C1C=CC(/C=C/C(/C=C/C2C=CC=CC=2)=O)=CC=1.C1C=CC(/C=C/C(/C=C/C2C=CC=CC=2)=O)=CC=1.[Pd].[Pd].CC1(C)C2C(=C(P(C3C=CC=CC=3)C3C=CC=CC=3)C=CC=2)OC2C(P(C3C=CC=CC=3)C3C=CC=CC=3)=CC=CC1=2>[CH2:9]([S:8][C:5]1[CH:6]=[CH:7][C:2]([NH:1][C:27]2[CH:28]=[CH:29][C:24]([Br:23])=[CH:25][C:26]=2[O:31][CH3:32])=[C:3](/[CH:16]=[CH:17]/[C:18]([O:20][CH2:21][CH3:22])=[O:19])[CH:4]=1)[C:10]1[CH:15]=[CH:14][CH:13]=[CH:12][CH:11]=1 |f:2.3.4,6.7.8.9.10|. Reagents/catalysts: C=1C=CC(=CC1)/C=C/C(=O)/C=C/C2=CC=CC=C2.C=1C=CC(=CC1)/C=C/C(=O)/C=C/C2=CC=CC=C2.C=1C=CC(=CC1)/C=C/C(=O)/C=C/C2=CC=CC=C2.[Pd].[Pd] (Pd2(dba)3), CC1(C2=C(C(=CC=C2)P(C3=CC=CC=C3)C4=CC=CC=C4)OC5=C(C=CC=C51)P(C6=CC=CC=C6)C7=CC=CC=C7)C (Xantphos). Run at temperature 120 celsius, time 2 hour. Reactants: C([O-])([O-])=O.[Cs+].[Cs+] (cesium carbonate), NC1=C(C=C(C=C1)SCC1=CC=CC=C1)/C=C/C(=O)OCC ((E)-ethyl 3-(2-amino-5-(benzylthio)phenyl)acrylate), BrC1=CC(=C(C=C1)I)OC (4-bromo-1-iodo-2-methoxybenzene), C([O-])([O-])=O.[Cs+].[Cs+] (cesium carbonate). The yield is 82.4%. Reported procedure: A RBF was charged with (E)-ethyl 3-(2-amino-5-(benzylthio)phenyl)acrylate (2.39 g, 7.63 mmol, made via Method 42, Steps 1-2), 4-bromo-1-iodo-2-methoxybenzene (2.86 g, 9.15 mmol), Xantphos (0.221 g, 0.381 mmol), Pd2(dba)3 (0.175 g, 0.191 mmol), and cesium carbonate (4.97 g, 15.25 mmol) were added. A reflux condenser was attached and the flask was lowered into a 110° C. heating bath. After 2 h, an additional portion of cesium carbonate (1.4 g) was added, and the bath temperature was raised to 120°... The reactants are N1=C(N=CC=C1)N1CCN(CC1)CCCCNS(=O)(=O)C1=C(C=CC=C1)N (N-(4-(4-(2-pyrimidinyl)-1-piperazinyl)butyl)-2-aminobenzenesulphonamide), C(C)(=O)OC(C)=O (acetic anhydride). Product: N1=C(N=CC=C1)N1CCN(CC1)CCCCNS(=O)(=O)C1=C(C=CC=C1)NC(C)=O (N-(4-(4-(2-pyrimidinyl)-1-piperazinyl)butyl)-2-(acetylamino)benzenesulphonamide). Reaction SMILES: [N:1]1[CH:6]=[CH:5][CH:4]=[N:3][C:2]=1[N:7]1[CH2:12][CH2:11][N:10]([CH2:13][CH2:14][CH2:15][CH2:16][NH:17][S:18]([C:21]2[CH:26]=[CH:25][CH:24]=[CH:23][C:22]=2[NH2:27])(=[O:20])=[O:19])[CH2:9][CH2:8]1.[C:28](OC(=O)C)(=[O:30])[CH3:29]>>[N:1]1[CH:6]=[CH:5][CH:4]=[N:3][C:2]=1[N:7]1[CH2:8][CH2:9][N:10]([CH2:13][CH2:14][CH2:15][CH2:16][NH:17][S:18]([C:21]2[CH:26]=[CH:25][CH:24]=[CH:23][C:22]=2[NH:27][C:28](=[O:30])[CH3:29])(=[O:20])=[O:19])[CH2:11][CH2:12]1. Procedure: 0.02 mol of N-(4-(4-(2-pyrimidinyl)-1-piperazinyl)butyl)-2-aminobenzenesulphonamide and 0.05 mol of acetic anhydride are stirred at room temperature for 2 hours. The mixture is evaporated to dryness, concentrated aqueous ammonia solution is poured onto the residue and the base is extracted by shaking with methylene chloride, Purification is carried out by chromatography on silica gel; the eluting agent is CH2Cl2 /CH3OH (9:1). The substance is recrystallised from isopropanol. Reactants: Cc1ccc(S(=O)(=O)N=c2nc3sc(CCO)c(-c4ccc5c(c4)CCCC5)n3s2)cc1, CC(=O)OC(C)=O, O, c1ccncc1. Yields the product CC(=O)OCCc1sc2nc(=NS(=O)(=O)c3ccc(C)cc3)sn2c1-c1ccc2c(c1)CCCC2. Reaction SMILES: [CH3:1][c:2]1[cH:3][cH:4][c:5]([S:8](=[O:9])(=[O:10])[N:11]=[c:12]2[n:13][c:14]3[n:15]([s:16]2)[c:17](-[c:23]2[cH:24][c:25]4[c:30]([cH:31][cH:32]2)[CH2:29][CH2:28][CH2:27][CH2:26]4)[c:18]([CH2:20][CH2:21][OH:22])[s:19]3)[cH:6][cH:7]1.[CH3:33][C:34](=[O:35])[O:36][C:37](=[O:38])[CH3:39].[OH2:46].[cH:40]1[cH:41][cH:42][n:43][cH:44][cH:45]1>>[CH3:1][c:2]1[cH:3][cH:4][c:5]([S:8](=[O:9])(=[O:10])[N:11]=[c:12]2[n:13][c:14]3[n:15]([s:16]2)[c:17](-[c:23]2[cH:24][c:25]4[c:30]([cH:31][cH:32]2)[CH2:29][CH2:28][CH2:27][CH2:26]4)[c:18]([CH2:20][CH2:21][O:22][C:34]([CH3:33])=[O:35])[s:19]3)[cH:6][cH:7]1. Reactants: CC(=O)C1=CC=CC2=CC=CC=C21 (1-Acetonaphtone), C1(=CC=CC2=CC=CC=C12)C=O (1-naphtoaldehyde), [OH-].[Na+] (sodium hydroxide). Run in C(C)O (ethanol). Yields the product C1(=CC=CC2=CC=CC=C12)CC(C(O)C1=CC=CC2=CC=CC=C12)=O (1,3-dinaphthyl-3-hydroxypropanone). As a reaction SMILES: [CH3:1][C:2]([C:4]1[C:13]2[C:8](=[CH:9][CH:10]=[CH:11][CH:12]=2)[CH:7]=[CH:6][CH:5]=1)=[O:3].[C:14]1([CH:24]=O)[C:23]2[C:18](=[CH:19][CH:20]=[CH:21][CH:22]=2)[CH:17]=[CH:16][CH:15]=1.[OH-:26].[Na+]>C(O)C>[C:14]1([CH2:24][C:1](=[O:26])[CH:2]([C:4]2[C:13]3[C:8](=[CH:9][CH:10]=[CH:11][CH:12]=3)[CH:7]=[CH:6][CH:5]=2)[OH:3])[C:23]2[C:18](=[CH:19][CH:20]=[CH:21][CH:22]=2)[CH:17]=[CH:16][CH:15]=1 |f:2.3|. Procedure details: 1-Acetonaphtone is reacted with 1-naphtoaldehyde and sodium hydroxide in ethanol to produce 1,3-dinaphthyl-3-hydroxypropanone. The resulting compound is reacted with KHSO4 to obtain 1,3-dinaphthyl-3-propene-1-on. The resulting compound is reacted with hydrazine and potassium hydroxide in triethylene glycol to produce 1,3-dinaphthylpropane. 1,3-Dinaphthylpropane is reacted with fuming nitric acid and acetic acid anhydride to produce 1,3-dinitronaphthylpropane.